This data is from the Open Reaction Database (ORD), a public repository of structured organic reaction records. The task is: describe an organic reaction: reactants, conditions, products, and yield The reactants are BrC=1C(=C(C=CC1)N)C (3-bromo-2-methylphenylamine), N(=O)[O-].[Na+] (sodium nitrite). Solvent: S(O)(O)(=O)=O (sulphuric acid), O (water), O (water), S(O)(O)(=O)=O (sulphuric acid). Run at temperature 0 celsius, time 15 minute. Product: BrC=1C(=C(C=CC1)O)C (3-Bromo-2-methylphenol). As a reaction SMILES: [Br:1][C:2]1[C:3]([CH3:9])=[C:4](N)[CH:5]=[CH:6][CH:7]=1.N([O-])=[O:11].[Na+]>S(=O)(=O)(O)O.O>[Br:1][C:2]1[C:3]([CH3:9])=[C:4]([OH:11])[CH:5]=[CH:6][CH:7]=1 |f:1.2|. Procedure details: 20 g (107 mmol) of 3-bromo-2-methylphenylamine are dissolved in 150 mL of aqueous 1.0M sulphuric acid and the mixture is cooled to 0° C. A solution of 8.9 g (129 mmol) of sodium nitrite in 20 mL of water is added slowly. The medium is stirred for 15 minutes at 0° C., and 50 mL of concentrated sulphuric acid are then added. The reaction medium is then heated at 100° C. for 1 hour and then cooled and diluted in water. After extraction with ethyl ether, the residue obtained is recrystallized from a...